Dataset: the Open Reaction Database (ORD), a public repository of structured organic reaction records. Task: describe an organic reaction: reactants, conditions, products, and yield Procedure details: To a solution of tert-butyl 2,5-dihydro-1H-pyrrole-1-carboxylate (10.0 g, 59.1 mmol) and Rh(OAc)2 (500 mg) in CH2Cl2 (200 mL) was added a solution of ethyl diazoacetate (8.14 g, 71.5 mmol) in CH2Cl2 (80 mL) over 12 h with a syringe pump. The reaction was filtered through celite, concentrated under vacuum and purified by column chromatography (silica gel) using 0 to 45% EtOAc in hexanes to afford ester 1 (6.70 g, 44%) as a clear straw colored oil; 1H-nmr (400 MHz, CDCl3) δ 4.18-4.03 (m, 2H), 3.71... Solvent: C(Cl)Cl (CH2Cl2), C(Cl)Cl (CH2Cl2). Reaction SMILES: [N:1]1([C:6]([O:8][C:9]([CH3:12])([CH3:11])[CH3:10])=[O:7])[CH2:5][CH:4]=[CH:3][CH2:2]1.[N+](=[CH:15][C:16]([O:18][CH2:19][CH3:20])=[O:17])=[N-]>C(Cl)Cl>[CH:3]12[CH:15]([C:16]([O:18][CH2:19][CH3:20])=[O:17])[CH:4]1[CH2:5][N:1]([C:6]([O:8][C:9]([CH3:12])([CH3:11])[CH3:10])=[O:7])[CH2:2]2. Yields the product C12CN(CC2C1C(=O)OCC)C(=O)OC(C)(C)C (3-tert-butyl 6-ethyl 3-azabicyclo[3.1.0]hexane-3,6-dicarboxylate). Reactants: N1(CC=CC1)C(=O)OC(C)(C)C (tert-butyl 2,5-dihydro-1H-pyrrole-1-carboxylate), Rh(OAc)2, [N+](=[N-])=CC(=O)OCC (ethyl diazoacetate). The yield is 44.4%. The reactants are BrCBr, CCOC(C)=O, CCN(C(C)C)C(C)C, CC(O)c1cnc(Cl)nc1Cl, O, O=P(Br)(Br)Br. Product: CC(Br)c1cnc(Cl)nc1Cl. Reaction SMILES: [Br:26][CH2:27][Br:28].[CH3:29][CH2:30][O:31][C:32](=[O:33])[CH3:34].[CH:12]([N:13]([CH:14]([CH3:15])[CH3:16])[CH2:17][CH3:18])([CH3:19])[CH3:20].[Cl:1][c:2]1[n:3][cH:4][c:5]([CH:9]([CH3:10])[OH:11])[c:6]([Cl:8])[n:7]1.[OH2:35].[P:21]([Br:22])([Br:23])([Br:24])=[O:25]>>[Cl:1][c:2]1[n:3][cH:4][c:5]([CH:9]([CH3:10])[Br:23])[c:6]([Cl:8])[n:7]1. The reactants are O=C1OC(Cl)c2ccccc21, Cl, [H][H]. Product: O=C1OCc2ccccc21. RXN SMILES: [Cl:1][CH:2]1[O:3][C:4](=[O:5])[c:6]2[cH:7][cH:8][cH:9][cH:10][c:11]21.[ClH:14].[H:12][H:13]>>[CH2:2]1[O:3][C:4](=[O:5])[c:6]2[cH:7][cH:8][cH:9][cH:10][c:11]21. The reactants are COC([C@@H](NC(=O)OCC)CC1=CC=CC=C1)=O ((S)-N-(ethoxycarbonyl)phenylalanine methyl ester), ice, solution A, C(C)(C)NC(C)C (diisopropylamine), C(CCC)[Mg]Cl (n-butylmagnesium chloride), S(O)(O)(=O)=O (sulfuric acid), solution B, ClCC(=O)[O-].[Na+] (sodium monochloroacetate), [Cl-].[Mg+2].[Cl-] (magnesium chloride), Solution B, solution A. Run in C(C)(=O)OCC (ethyl acetate), O1CCCC1 (tetrahydrofuran). Reaction conditions: temperature 40 celsius, time 2 hour. Product: C(C1=CC=CC=C1)[C@@H](C(CCl)=O)NC(OCC)=O (ethyl (S)-(1-benzyl-3-chloro-2-oxo-propyl)carbamate). Isolated yield 76.0%. As a reaction SMILES: CO[C:3](=[O:18])[C@H:4]([CH2:11][C:12]1[CH:17]=[CH:16][CH:15]=[CH:14][CH:13]=1)[NH:5][C:6]([O:8][CH2:9][CH3:10])=[O:7].[Cl:19][CH2:20]C([O-])=O.[Na+].[Cl-].[Mg+2].[Cl-].C(NC(C)C)(C)C.C([Mg]Cl)CCC.S(=O)(=O)(O)O>C(OCC)(=O)C.O1CCCC1>[CH2:11]([C@H:4]([NH:5][C:6](=[O:7])[O:8][CH2:9][CH3:10])[C:3](=[O:18])[CH2:20][Cl:19])[C:12]1[CH:13]=[CH:14][CH:15]=[CH:16][CH:17]=1 |f:1.2,3.4.5|. Procedure details: In a nitrogen gas atmosphere, a solution composed of (S)-N-(ethoxycarbonyl)phenylalanine methyl ester (35.0 g, 139 mmol), sodium monochloroacetate (24.2 g, 208 mmol), magnesium chloride (19.9 g, 208 mmol) and tetrahydrofuran (125 ml) was stirred at 40° C. for 3 hours (solution A). Separately, in a nitrogen atmosphere, diisopropylamine (65.0 g, 642 mmol) was added dropwise at 40° C. over 30 minutes to n-butylmagnesium chloride (2 M THF solution, 278 ml, 556 mmol) and the resulting mixture was fur... Reactants: [Al+3].[Cl-].[Cl-].[Cl-] (AlCl3), C(CC(O)(C(=O)O)CC(=O)O)(=O)O (citric acid). Yields the product [Al] (aluminum), C(CC(O)(C(=O)O)CC(=O)O)(=O)O (citric acid). As a reaction SMILES: [Al+3:1].[Cl-].[Cl-].[Cl-].[C:5]([OH:17])(=[O:16])[CH2:6][C:7]([CH2:12][C:13]([OH:15])=[O:14])([C:9]([OH:11])=[O:10])[OH:8]>>[Al:1].[C:5]([OH:17])(=[O:16])[CH2:6][C:7]([CH2:12][C:13]([OH:15])=[O:14])([C:9]([OH:11])=[O:10])[OH:8] |f:0.1.2.3|. Procedure: A 600 ml beaker was charged with 258 g of a commercially available 34 weight % AlCl3 solution and 107.65 g of a 50% citric acid solution to provide a mole ratio of aluminum to citric acid of 2:1. The resulting solution was stirred vigorously for 35 minutes after which period 25 ml of a 50% NaOH solution was added via burette over a period of 36 minutes. The reactants are C(C)C=1C(N(C(=NC1CC)C1=CC(=CC=C1)C1OCCO1)CC#C)=O (5,6-diethyl-2-[3-(2-dioxolanyl)phenyl]-3-propargyl-4(3H)-pyrimidinone), Cl (hydrochloric acid), CCOCC (ether), O (water). Run in C(C)(=O)OCC (ethyl acetate), C(C)(=O)OCC (ethyl acetate), CCCCCC (hexane). Reaction conditions: time 4 hour. Yields the product C(C)C=1C(N(C(=NC1CC)C1=CC(=CC=C1)C=O)CC#C)=O (5,6-diethyl-2-(3-formylphenyl)-3-propargyl-4(3H)-pyrimidinone). Yield: 86.4%. As a reaction SMILES: [CH2:1]([C:3]1[C:4](=[O:25])[N:5]([CH2:22][C:23]#[CH:24])[C:6]([C:11]2[CH:16]=[CH:15][CH:14]=[C:13]([CH:17]3OCC[O:18]3)[CH:12]=2)=[N:7][C:8]=1[CH2:9][CH3:10])[CH3:2].Cl.CCOCC.O>C(OCC)(=O)C.CCCCCC>[CH2:1]([C:3]1[C:4](=[O:25])[N:5]([CH2:22][C:23]#[CH:24])[C:6]([C:11]2[CH:16]=[CH:15][CH:14]=[C:13]([CH:17]=[O:18])[CH:12]=2)=[N:7][C:8]=1[CH2:9][CH3:10])[CH3:2]. Reported procedure: To a solution of 2.3 g (6.8 mmol) of 5,6-diethyl-2-[3-(2-dioxolanyl)phenyl]-3-propargyl-4(3H)-pyrimidinone in 1 mL of ethyl acetate was added 50 mL of 6M hydrochloric acid and the mixture was stirred for 4 hours. The reaction was followed by gas chromatography and TLC(20% ethyl acetate in hexane). Upon completion of reaction, 75 mL of ether and 150 mL of water were added to the reaction mixture. The layers were separated and the aqueous layer was extracted twice with 50 mL of ether. The organic ... Reactants: ClC1=NC(=NC=C1Cl)C=1C=NN2C1C=NC=C2 (3-(4,5-dichloropyrimidin-2-yl)pyrazolo[1,5-a]pyrazine), FC=1C=CC(=NC1)CN ((5-fluoropyridin-2-yl)methanamine), C(C)(C)N(CC)C(C)C (diisopropylethylamine). The solvent is O1CCCC1 (tetrahydrofuran). Product: ClC=1C(=NC(=NC1)C=1C=NN2C1C=NC=C2)NCC2=NC=C(C=C2)F (5-Chloro-N-((5-fluoropyridin-2-yl)methyl)-2-(pyrazolo[1,5-a]pyrazin-3-yl)pyrimidin-4-amine). The yield is 40.0%. As a reaction SMILES: Cl[C:2]1[C:7]([Cl:8])=[CH:6][N:5]=[C:4]([C:9]2[CH:10]=[N:11][N:12]3[CH:17]=[CH:16][N:15]=[CH:14][C:13]=23)[N:3]=1.[F:18][C:19]1[CH:20]=[CH:21][C:22]([CH2:25][NH2:26])=[N:23][CH:24]=1.C(N(C(C)C)CC)(C)C>O1CCCC1>[Cl:8][C:7]1[C:2]([NH:26][CH2:25][C:22]2[CH:21]=[CH:20][C:19]([F:18])=[CH:24][N:23]=2)=[N:3][C:4]([C:9]2[CH:10]=[N:11][N:12]3[CH:17]=[CH:16][N:15]=[CH:14][C:13]=23)=[N:5][CH:6]=1. Procedure details: A mixture of 3-(4,5-dichloropyrimidin-2-yl)pyrazolo[1,5-a]pyrazine (Preparation 32, 75 mg, 0.26 mmol), (5-fluoropyridin-2-yl)methanamine (33 mg, 0.26 mmol) and diisopropylethylamine (52 μL, 30 mmol) in tetrahydrofuran (3 mL) was heated to reflux for 72 h. The solvent was then evaporated under reduced pressure and the crude product was purified by reverse phase chromatography (C-18 silica from Waters©, water/acetonitrile/methanol as eluents [0.1% v/v formic acid buffered] 0% to 100%) to give the ...